This data is from the Open Reaction Database (ORD), a public repository of structured organic reaction records. The task is: describe an organic reaction: reactants, conditions, products, and yield Reactants: CCOC(COCc1ccccc1)OCC, C1CCOC1, O=S(=O)(O)O. Product: O=CCOCc1ccccc1. Reaction SMILES: [CH2:1]([O:3][CH:4]([O:2][CH2:14][CH3:15])[CH2:5][O:6][CH2:7][c:8]1[cH:9][cH:10][cH:11][cH:12][cH:13]1)[CH3:16].[O:22]1[CH2:23][CH2:24][CH2:25][CH2:26]1.[S:17](=[O:18])(=[O:19])([OH:20])[OH:21]>>[O:3]=[CH:4][CH2:5][O:6][CH2:7][c:8]1[cH:9][cH:10][cH:11][cH:12][cH:13]1. The reactants are C=CCOC(=O)C(CCCC(N)C(=O)OCc1ccccc1Cl)N(CC(N)C(=O)OC(C)(C)C)C(=O)Cn1cnc2c(NC(=O)OCc3ccccc3)nc(N)nc21, C1CCOC1, Cl, [Pd], c1ccc(P(c2ccccc2)c2ccccc2)cc1, c1ccc(P(c2ccccc2)c2ccccc2)cc1, c1ccc(P(c2ccccc2)c2ccccc2)cc1, c1ccc(P(c2ccccc2)c2ccccc2)cc1. Product: CC(C)(C)OC(=O)C(N)CN(C(=O)Cn1cnc2c(NC(=O)OCc3ccccc3)nc(N)nc21)C(CCCC(N)C(=O)OCc1ccccc1Cl)C(=O)O. Reaction SMILES: [CH2:2]([CH:3]=[CH2:4])[O:5][C:6]([CH:7]([N:8]([C:9]([CH2:10][n:11]1[c:12]2[n:13][c:14]([NH2:31])[n:15][c:16]([NH:20][C:21](=[O:22])[O:23][CH2:24][c:25]3[cH:26][cH:27][cH:28][cH:29][cH:30]3)[c:17]2[n:18][cH:19]1)=[O:32])[CH2:33][CH:34]([NH2:35])[C:36](=[O:37])[O:38][C:39]([CH3:40])([CH3:41])[CH3:42])[CH2:43][CH2:44][CH2:45][CH:46]([NH2:47])[C:48](=[O:49])[O:50][CH2:51][c:52]1[c:53]([Cl:58])[cH:54][cH:55][cH:56][cH:57]1)=[O:59].[CH2:60]1[O:61][CH2:62][CH2:63][CH2:64]1.[ClH:1].[Pd:65].[c:104]1([P:105]([c:106]2[cH:107][cH:108][cH:109][cH:110][cH:111]2)[c:112]2[cH:113][cH:114][cH:115][cH:116][cH:117]2)[cH:118][cH:119][cH:120][cH:121][cH:122]1.[c:123]1([P:124]([c:125]2[cH:126][cH:127][cH:128][cH:129][cH:130]2)[c:131]2[cH:132][cH:133][cH:134][cH:135][cH:136]2)[cH:137][cH:138][cH:139][cH:140][cH:141]1.[c:66]1([P:67]([c:68]2[cH:69][cH:70][cH:71][cH:72][cH:73]2)[c:74]2[cH:75][cH:76][cH:77][cH:78][cH:79]2)[cH:80][cH:81][cH:82][cH:83][cH:84]1.[c:85]1([P:86]([c:87]2[cH:88][cH:89][cH:90][cH:91][cH:92]2)[c:93]2[cH:94][cH:95][cH:96][cH:97][cH:98]2)[cH:99][cH:100][cH:101][cH:102][cH:103]1>>[O:5]=[C:6]([CH:7]([N:8]([C:9]([CH2:10][n:11]1[c:12]2[n:13][c:14]([NH2:31])[n:15][c:16]([NH:20][C:21](=[O:22])[O:23][CH2:24][c:25]3[cH:26][cH:27][cH:28][cH:29][cH:30]3)[c:17]2[n:18][cH:19]1)=[O:32])[CH2:33][CH:34]([NH2:35])[C:36](=[O:37])[O:38][C:39]([CH3:40])([CH3:41])[CH3:42])[CH2:43][CH2:44][CH2:45][CH:46]([NH2:47])[C:48](=[O:49])[O:50][CH2:51][c:52]1[c:53]([Cl:58])[cH:54][cH:55][cH:56][cH:57]1)[OH:59]. The product is O1C(OCC1)CCC(=O)C1=CC=C(C=C1)C (3-(1,3-dioxolan-2-yl)-4'-methylpropiophenone). Procedure details: 2-(2-Bromoethyl)-1,3-dioxolane (44.3 ml) was added dropwise within 15 minutes under argon and while stirring at a maximum 30° C. to a suspension of Rieke magnesium, prepared from 50.8 g of magnesium chloride, in 1600 ml of absolute tetrahydrofuran. The suspension was stirred at room temperature for 15 minutes, cooled to 0° C. and, after the addition of 49.3 g of copper(I) bromide, stirred at 0° C. for 15 minutes. After cooling to -70° C. 38.5 ml of p-toluoyl chloride were added dropwise within 2... The solvent is O (water), O1CCCC1 (tetrahydrofuran). RXN SMILES: Br[CH2:2][CH2:3][CH:4]1[O:8][CH2:7][CH2:6][O:5]1.[Mg].[Cl-].[Mg+2].[Cl-].[C:13]1([CH3:22])[CH:18]=[CH:17][C:16]([C:19](Cl)=[O:20])=[CH:15][CH:14]=1.[Cl-].[NH4+]>O1CCCC1.[Cu]Br.O>[O:5]1[CH2:6][CH2:7][O:8][CH:4]1[CH2:3][CH2:2][C:19]([C:16]1[CH:17]=[CH:18][C:13]([CH3:22])=[CH:14][CH:15]=1)=[O:20] |f:2.3.4,6.7|. The reactants are BrCCC1OCCO1 (2-(2-Bromoethyl)-1,3-dioxolane), [Cl-].[Mg+2].[Cl-] (magnesium chloride), [Mg] (magnesium), [Cl-].[NH4+] (ammonium chloride), C1(=CC=C(C=C1)C(=O)Cl)C (p-toluoyl chloride). Reagents/catalysts: [Cu]Br (copper(I) bromide). Isolated yield 34.0%. Conditions: time 15 minute. Starting materials: C1CCOC1, COC(=O)CCNC(=O)c1ccc(CN(C(=O)Nc2cccc(Br)c2)c2ccc(C3=CCCCC3)cc2)cc1, Cl, [Li+], [OH-], O. The product is O=C(O)CCNC(=O)c1ccc(CN(C(=O)Nc2cccc(Br)c2)c2ccc(C3=CCCCC3)cc2)cc1. Reaction SMILES: [CH2:43]1[O:44][CH2:45][CH2:46][CH2:47]1.[CH3:1][O:2][C:3]([CH2:4][CH2:5][NH:6][C:7]([c:8]1[cH:9][cH:10][c:11]([CH2:14][N:15]([C:16](=[O:17])[NH:18][c:19]2[cH:20][c:21]([Br:25])[cH:22][cH:23][cH:24]2)[c:26]2[cH:27][cH:28][c:29]([C:32]3=[CH:33][CH2:34][CH2:35][CH2:36][CH2:37]3)[cH:30][cH:31]2)[cH:12][cH:13]1)=[O:38])=[O:39].[ClH:42].[Li+:40].[OH-:41].[OH2:48]>>[O:2]=[C:3]([CH2:4][CH2:5][NH:6][C:7]([c:8]1[cH:9][cH:10][c:11]([CH2:14][N:15]([C:16](=[O:17])[NH:18][c:19]2[cH:20][c:21]([Br:25])[cH:22][cH:23][cH:24]2)[c:26]2[cH:27][cH:28][c:29]([C:32]3=[CH:33][CH2:34][CH2:35][CH2:36][CH2:37]3)[cH:30][cH:31]2)[cH:12][cH:13]1)=[O:38])[OH:39]. The reactants are C(C1=CC=CC=C1)=O (benzaldehyde), Cl.ClC=1C=CC(=C(C(=O)O)C1)NN (5-chloro-2-hydrazinobenzoic acid hydrochloride). Run in O (water), C(C)O (ethanol). Run at time 1 hour. Yields the product C(C1=CC=CC=C1)=NNC1=C(C(=O)O)C=C(C=C1)Cl (2-(benzylidenehydrazino)-5-chlorobenzoic acid). As a reaction SMILES: [CH:1](=O)[C:2]1[CH:7]=[CH:6][CH:5]=[CH:4][CH:3]=1.Cl.[Cl:10][C:11]1[CH:12]=[CH:13][C:14]([NH:20][NH2:21])=[C:15]([CH:19]=1)[C:16]([OH:18])=[O:17]>C(O)C.O>[CH:1](=[N:21][NH:20][C:14]1[CH:13]=[CH:12][C:11]([Cl:10])=[CH:19][C:15]=1[C:16]([OH:18])=[O:17])[C:2]1[CH:7]=[CH:6][CH:5]=[CH:4][CH:3]=1 |f:1.2|. Reported procedure: A solution of benzaldehyde (1.48 g) in ethanol (10 ml) was added to a stirred suspension of 5-chloro-2-hydrazinobenzoic acid hydrochloride (described in U.S. Pat. No. 4,105,766; 5.2 g) in water (100 ml). Stirring was continued for 1 hour. The mixture was then left unstirred for 16 hours and then extracted with ether. The extracts were dried (MgSO4) and evaporated to give 2-(benzylidenehydrazino)-5-chlorobenzoic acid (3.5 g) which was used without purification. Starting materials: CNCC(=O)O[C@@H](CN1N(C(C(=C1C)C(NC1=NC=C(C=C1)OC1=CC=NC2=CC(=CC=C12)OC)=O)=O)C1=CC=CC=C1)C ((R)-1-(4-(5-(7-methoxyquinolin-4-yloxy)pyridin-2-yl-carbamoyl)-2,3-dihydro-5-methyl-3-oxo-2-phenylpyrazol-1-yl)propan-2-yl 2-(methylamino)acetate), O.O.C(C(=O)O)(=O)O (oxalic acid dihydrate). Yields the product C(C(=O)O)(=O)O.CNCC(=O)O[C@@H](CN1N(C(C(=C1C)C(NC1=NC=C(C=C1)OC1=CC=NC2=CC(=CC=C12)OC)=O)=O)C1=CC=CC=C1)C ((R)-1-(4-(5-(7-methoxyquinolin-4-yloxy)pyridin-2-ylcarbamoyl)-5-methyl-3-oxo-2-phenyl-2,3-dihydropyrazol-1-yl)propan-2-yl 2-(methylamino)acetate oxalate), solid. Isolated yield 62.0%. RXN SMILES: [CH3:1][NH:2][CH2:3][C:4]([O:6][C@H:7]([CH3:44])[CH2:8][N:9]1[C:13]([CH3:14])=[C:12]([C:15](=[O:36])[NH:16][C:17]2[CH:22]=[CH:21][C:20]([O:23][C:24]3[C:33]4[C:28](=[CH:29][C:30]([O:34][CH3:35])=[CH:31][CH:32]=4)[N:27]=[CH:26][CH:25]=3)=[CH:19][N:18]=2)[C:11](=[O:37])[N:10]1[C:38]1[CH:43]=[CH:42][CH:41]=[CH:40][CH:39]=1)=[O:5].O.O.[C:47]([OH:52])(=[O:51])[C:48]([OH:50])=[O:49]>>[C:47]([OH:52])(=[O:51])[C:48]([OH:50])=[O:49].[CH3:1][NH:2][CH2:3][C:4]([O:6][C@H:7]([CH3:44])[CH2:8][N:9]1[C:13]([CH3:14])=[C:12]([C:15](=[O:36])[NH:16][C:17]2[CH:22]=[CH:21][C:20]([O:23][C:24]3[C:33]4[C:28](=[CH:29][C:30]([O:34][CH3:35])=[CH:31][CH:32]=4)[N:27]=[CH:26][CH:25]=3)=[CH:19][N:18]=2)[C:11](=[O:37])[N:10]1[C:38]1[CH:39]=[CH:40][CH:41]=[CH:42][CH:43]=1)=[O:5] |f:1.2.3,4.5|. Reported procedure: The title compound was prepared according to the procedure described in Example 59 Step 3 by using (R)-1-(4-(5-(7-methoxyquinolin-4-yloxy)pyridin-2-yl-carbamoyl)-2,3-dihydro-5-methyl-3-oxo-2-phenylpyrazol-1-yl)propan-2-yl 2-(methylamino)acetate (100 mg, 0.168 mmol) and oxalic acid dihydrate (63.5 mg, 0.50 mmol). The title compound was obtained as a yellow solid (71.5 mg, 62%). The reactants are CCCCCC (hexane), ClC1=CC=C(C=C1)S(=O)(=O)CC1=C(C=CC(=C1)F)F (2-[(4-chlorophenyl)sulfonylmethyl]-1,4-difluorobenzene), N1=C(C=CC=C1)CO (2-pyridylmethanol), C(#N)C=P(CCCC)(CCCC)CCCC (cyanomethylenetri-n-butylphosphorane). Solvent: C(C)(=O)OCC.CCCCCC (ethyl acetate hexane), C1(=CC=CC=C1)C (toluene). Yields the product ClC1=CC=C(C=C1)S(=O)(=O)C(CC1=NC=CC=C1)C1=C(C=CC(=C1)F)F (2-[2-[(4-Chlorophenyl)sulfonyl]-2-(2,5-difluorophenyl)ethyl]pyridine). Yield: 49.5%. As a reaction SMILES: [Cl:1][C:2]1[CH:7]=[CH:6][C:5]([S:8]([CH2:11][C:12]2[CH:17]=[C:16]([F:18])[CH:15]=[CH:14][C:13]=2[F:19])(=[O:10])=[O:9])=[CH:4][CH:3]=1.[N:20]1[CH:25]=[CH:24][CH:23]=[CH:22][C:21]=1[CH2:26]O.C(C=P(CCCC)(CCCC)CCCC)#N.CCCCCC>C1(C)C=CC=CC=1.C(OCC)(=O)C.CCCCCC>[Cl:1][C:2]1[CH:7]=[CH:6][C:5]([S:8]([CH:11]([C:12]2[CH:17]=[C:16]([F:18])[CH:15]=[CH:14][C:13]=2[F:19])[CH2:26][C:21]2[CH:22]=[CH:23][CH:24]=[CH:25][N:20]=2)(=[O:10])=[O:9])=[CH:4][CH:3]=1 |f:5.6|. Procedure details: Under an argon atmosphere, the 2-[(4-chlorophenyl)sulfonylmethyl]-1,4-difluorobenzene (150 mg, 0.495 mmol) obtained in Example 5 and 2-pyridylmethanol (95.5 μl, 0.990 mmol) were dissolved in toluene (5 ml), followed by the addition of cyanomethylenetri-n-butylphosphorane (239 mg, 0.990 mmol). The resulting mixture was heated under reflux for 18 hours under an argon atmosphere. The reaction mixture was then concentrated. The residue thus obtained was subjected to flash chromatography on a silica ...